This data is from the Open Reaction Database (ORD), a public repository of structured organic reaction records. The task is: describe an organic reaction: reactants, conditions, products, and yield The reactants are C(CCC)N (butylamine), N1=C(Cl)N=C(Cl)N=C1Cl (cyanuric chloride), C(O)([O-])=O.[K+] (potassium hydrogencarbonate), [NH4+] (ammonium), C(CCC)N (butylamine). Run in O (water), O (water), C1(=CC=CC=C1)C (toluene), C(C)#N (acetonitrile), O (water). Run at temperature 0 celsius, time 3 hour. The product is NC1=NC(=NC(=N1)NCCCC)NCCCC (2-amino-4,6-bis-(n-butylamino)-1,3,5-triazine). Isolated yield 185.5%. RXN SMILES: [N:1]1[C:8](Cl)=[N:7][C:5](Cl)=[N:4][C:2]=1Cl.[CH2:10]([NH2:14])[CH2:11][CH2:12][CH3:13].C(=O)([O-])O.[K+].[NH4+:20]>C(#N)C.O.C1(C)C=CC=CC=1>[NH2:20][C:2]1[N:4]=[C:5]([NH:14][CH2:10][CH2:11][CH2:12][CH3:13])[N:7]=[C:8]([NH:14][CH2:10][CH2:11][CH2:12][CH3:13])[N:1]=1 |f:2.3|. Procedure: 18.5 g (0.1 mol.) of cyanuric chloride was dissolved in 150 mL of acetonitrile. The solution was cooled to 0° C. and the cooled solution was dropwise added, while stirring, with a solution of 7.3 g (0.1 mol.) of butylamine in 20 mL of water over one hour in such a manner that the reaction temperature did not raise over 5° C. While further continuing the stirring, a solution of 10.0 g (0.1 mol.) of potassium hydrogencarbonate in 100 mL of water was dropwise added to the mixture at the same temper... Procedure details: In 175 ml of DMF containing 138 g of anhydrous potassium carbonate (1.0 m) was added 100 g of 3-hydroxy-4-methoxybenzaldehyde and 127 g of cyclohexylmethybromide. The mixture was heated at reflux temperature overnight and then poured into cold water and extracted with ethyl acetate. The extracts were dried and evaporated in vacuo to render the desired subtitled intermediate, b.p. 130°-135 ° C. The product is C1(CCCCC1)COC=1C=C(C=O)C=CC1OC (3-cyclohexylmethoxy-4-methoxybenzaldehyde). The reactants are C([O-])([O-])=O.[K+].[K+] (potassium carbonate), OC=1C=C(C=O)C=CC1OC (3-hydroxy-4-methoxybenzaldehyde), C1(CCCCC1)CBr (cyclohexylmethybromide), O (water). Run in CN(C)C=O (DMF). RXN SMILES: C(=O)([O-])[O-].[K+].[K+].[OH:7][C:8]1[CH:9]=[C:10]([CH:13]=[CH:14][C:15]=1[O:16][CH3:17])[CH:11]=[O:12].[CH:18]1([CH2:24]Br)[CH2:23][CH2:22][CH2:21][CH2:20][CH2:19]1.O>CN(C=O)C>[CH:18]1([CH2:24][O:7][C:8]2[CH:9]=[C:10]([CH:13]=[CH:14][C:15]=2[O:16][CH3:17])[CH:11]=[O:12])[CH2:23][CH2:22][CH2:21][CH2:20][CH2:19]1 |f:0.1.2|. Starting materials: COC(=O)c1cc(Cl)ccc1CBr, CNc1ccc(Cl)cn1, [H-], [Na+], C1CCOC1, O. Yields the product COC(=O)c1cc(Cl)ccc1CN(C)c1ccc(Cl)cn1. Reaction SMILES: [Br:12][CH2:13][c:14]1[c:15]([C:16](=[O:17])[O:18][CH3:19])[cH:20][c:21]([Cl:24])[cH:22][cH:23]1.[Cl:3][c:4]1[cH:5][cH:6][c:7]([NH:10][CH3:11])[n:8][cH:9]1.[H-:1].[Na+:2].[O:26]1[CH2:27][CH2:28][CH2:29][CH2:30]1.[OH2:25]>>[Cl:3][c:4]1[cH:5][cH:6][c:7]([N:10]([CH3:11])[CH2:13][c:14]2[c:15]([C:16](=[O:17])[O:18][CH3:19])[cH:20][c:21]([Cl:24])[cH:22][cH:23]2)[n:8][cH:9]1. The reactants are C(#N)C1=CC=C(C(=O)Cl)C=C1 (p-cyanobenzoyl chloride), Cl (hydrochloric acid), [Cl-].[Al+3].[Cl-].[Cl-] (aluminum chloride), CN1C(=CC=C1)CC(=O)OCC (ethyl 1-methylpyrrole-2-acetate). The solvent is C(Cl)Cl (methylene chloride), C(Cl)Cl (methylene chloride), C(Cl)Cl (methylene chloride). Reaction conditions: time 20 minute. Product: C(#N)C1=CC=C(C(=O)C2=CC=C(N2C)CC(=O)OCC)C=C1 (ethyl 5-(p-cyanobenzoyl)-1-methylpyrrole-2-acetate). Reaction SMILES: [C:1]([C:3]1[CH:11]=[CH:10][C:6]([C:7](Cl)=[O:8])=[CH:5][CH:4]=1)#[N:2].[Cl-].[Al+3].[Cl-].[Cl-].[CH3:16][N:17]1[CH:21]=[CH:20][CH:19]=[C:18]1[CH2:22][C:23]([O:25][CH2:26][CH3:27])=[O:24].Cl>C(Cl)Cl>[C:1]([C:3]1[CH:11]=[CH:10][C:6]([C:7]([C:21]2[N:17]([CH3:16])[C:18]([CH2:22][C:23]([O:25][CH2:26][CH3:27])=[O:24])=[CH:19][CH:20]=2)=[O:8])=[CH:5][CH:4]=1)#[N:2] |f:1.2.3.4|. Procedure: A solution of 5.0 g. (0.03 mole) of p-cyanobenzoyl chloride in 60 ml. of methylene chloride is added to a suspension of 40 g. of aluminum chloride in 30 ml. methylene chloride. The resulting mixture is added dropwise to a chilled solution of 5.0 g. (0.03 mole) of ethyl 1-methylpyrrole-2-acetate in 15 ml. of methylene chloride. The resulting mixture is stirred at room temperature for 20 minutes, and then poured into ice acidified with dilute hydrochloric acid. The organic phase is separated, wash... Reactants: CC(C)(C)C1CCC(=O)CC1, Cc1ccc(S(=O)(=O)O)cc1, Cc1ccccc1, OCC(O)CCl. Product: CC(C)(C)C1CCC2(CC1)OCC(CCl)O2. Reaction SMILES: [C:1]([CH3:2])([CH3:3])([CH3:4])[CH:5]1[CH2:6][CH2:7][C:8](=[O:11])[CH2:9][CH2:10]1.[CH3:18][c:19]1[cH:20][cH:21][c:22]([S:23]([OH:24])(=[O:25])=[O:26])[cH:27][cH:28]1.[CH3:29][c:30]1[cH:31][cH:32][cH:33][cH:34][cH:35]1.[Cl:12][CH2:13][CH:14]([CH2:15][OH:16])[OH:17]>>[C:1]([CH3:2])([CH3:3])([CH3:4])[CH:5]1[CH2:6][CH2:7][C:8]2([CH2:9][CH2:10]1)[O:11][CH2:15][CH:14]([CH2:13][Cl:12])[O:17]2.